Dataset: the Open Reaction Database (ORD), a public repository of structured organic reaction records. Task: describe an organic reaction: reactants, conditions, products, and yield Starting materials: OC[C@@H]1N(CC[C@H]1C=1C(=CC(=C2C(C=C(OC12)C=1SC=CC1)=O)OC)OC)C ((+)-trans-8-(2-Hydroxymethyl-1-methyl-pyrrolidin-3-yl)-5,7-dimethoxy-2-thiophen-2-yl-chromen-4-one), Cl.N1=CC=CC=C1 (pyridine hydrochloride). Product: OC1=C2C(C=C(OC2=C(C(=C1)O)[C@H]1[C@@H](N(CC1)C)CO)C=1SC=CC1)=O ((+)-trans-5,7-Dihydroxy-8-(2-hydroxymethyl-1-methyl-pyrrolidin-3-yl)-2-thiophen-2-yl-chromen-4-one). Reaction SMILES: [OH:1][CH2:2][C@H:3]1[C@H:7]([C:8]2[C:9]([O:26]C)=[CH:10][C:11]([O:24]C)=[C:12]3[C:17]=2[O:16][C:15]([C:18]2[S:19][CH:20]=[CH:21][CH:22]=2)=[CH:14][C:13]3=[O:23])[CH2:6][CH2:5][N:4]1[CH3:28].Cl.N1C=CC=CC=1>>[OH:24][C:11]1[CH:10]=[C:9]([OH:26])[C:8]([C@@H:7]2[CH2:6][CH2:5][N:4]([CH3:28])[C@H:3]2[CH2:2][OH:1])=[C:17]2[C:12]=1[C:13](=[O:23])[CH:14]=[C:15]([C:18]1[S:19][CH:20]=[CH:21][CH:22]=1)[O:16]2 |f:1.2|. Procedure: Compound of example 67 (0.29 g, 0.72 mmol) of was subjected to demethylation using pyridine hydrochloride (2.9 g, 25.11 mmol) as described in example 17 to obtain the title compound. Starting materials: C1(CC=2C(C(=O)O1)=CC=CC2)=O (homophthalic anhydride), NC1=CC=CC=C1 (aniline). The solvent is C(C)(=O)OCC (ethyl acetate). Conditions: time 1 hour. Yields the product C1(=CC=CC=C1)N1C(CC=2C(C1=O)=CC=CC2)=O (N-phenyl-homophthalimide). Isolated yield 68.0%. RXN SMILES: [C:1]1(=[O:12])[O:7][C:5](=O)[C:4]2=[CH:8][CH:9]=[CH:10][CH:11]=[C:3]2[CH2:2]1.[NH2:13][C:14]1[CH:19]=[CH:18][CH:17]=[CH:16][CH:15]=1>C(OCC)(=O)C>[C:14]1([N:13]2[C:5](=[O:7])[C:4]3=[CH:8][CH:9]=[CH:10][CH:11]=[C:3]3[CH2:2][C:1]2=[O:12])[CH:19]=[CH:18][CH:17]=[CH:16][CH:15]=1. Procedure: 0.871 g (5.37 mmol) of homophthalic anhydride and 0.4 g (4.30 mmol) of aniline were mixed, and melted at a temperature of 200° C. for 1 hour. The reactant was dissolved in ethyl acetate, washed with aqueous NaHCO3 solution, with water and then with saturated aqueous sodium chloride, dried over anhydrous MgSO4, and subjected to filtration with a folded filter paper. The filtrate was concentrated and evaporated to dryness. The residue was recrystallized by using a mixture of CH2Cl2 and hexane, to ... The reactants are (R)-1-(3-methoxymethoxyphenyl)-1,2-ethanediol 2-tosylate, Example 1 ( i ), COCOC=1C=C(C=CC1)[C@@H](CO)N1C[C@H](CC1)OCOC (2-(S)-(3-methoxymethoxyphenyl)-2-(3-(S)-methoxymethoxypyrrolidin-1-yl)ethanol), COCOC=1C=C(C=CC1)[C@H](CN1C[C@H](CC1)OCOC)O (1-(R)-(3-methoxymethoxyphenyl)-2-(3-(S)-methoxymethoxypyrrolidin-1-yl)ethanol), CNC1=CC=C(C(=O)OC)C=C1 (methyl 4-methylaminobenzoate), CN1CCC(=C2C3=CC=CC=C3C=CC4=CC=CC=C42)CC1 (reactin). Yields the product COCOC=1C=C(C=CC1)[C@@H](CO)N1C[C@H](CC1)OCOC (2-(S)-(3-Methoxymethoxyphenyl)-2-(3-(S)-methoxymethoxypyrrolidin-1-yl)ethanol), COCOC=1C=C(C=CC1)[C@H](CN1C[C@H](CC1)OCOC)O (1-(R)-(3-methoxymethoxyphenyl)-2-(3-(S)-methoxymethoxypyrrolidin-1-yl)ethanol), COCOC=1C=C(C=CC1)[C@H](CN1C[C@H](CC1)OCOC)N(C)C1=CC=C(C(=O)OC)C=C1 (Methyl 4-{N-[1-(R)-(3-methoxymethoxyphenyl)-2-(3-(S)-methoxymethoxypyrrolidin-1-yl)-ethyl]-N-methylamino}benzoate). RXN SMILES: CN1CCC(=C2C3C(=CC=CC=3)C=CC3C2=CC=CC=3)CC1.[CH3:23][O:24][CH2:25][O:26][C:27]1[CH:28]=[C:29]([C@H:33]([N:36]2[CH2:40][CH2:39][C@H:38]([O:41][CH2:42][O:43][CH3:44])[CH2:37]2)[CH2:34][OH:35])[CH:30]=[CH:31][CH:32]=1.[CH3:45][O:46][CH2:47][O:48][C:49]1[CH:50]=[C:51]([C@@H:55]([OH:66])[CH2:56][N:57]2[CH2:61][CH2:60][C@H:59]([O:62][CH2:63][O:64][CH3:65])[CH2:58]2)[CH:52]=[CH:53][CH:54]=1.[CH3:67][NH:68][C:69]1[CH:78]=[CH:77][C:72]([C:73]([O:75][CH3:76])=[O:74])=[CH:71][CH:70]=1>>[CH3:23][O:24][CH2:25][O:26][C:27]1[CH:28]=[C:29]([C@H:33]([N:36]2[CH2:40][CH2:39][C@H:38]([O:41][CH2:42][O:43][CH3:44])[CH2:37]2)[CH2:34][OH:35])[CH:30]=[CH:31][CH:32]=1.[CH3:45][O:46][CH2:47][O:48][C:49]1[CH:50]=[C:51]([C@@H:55]([OH:66])[CH2:56][N:57]2[CH2:61][CH2:60][C@H:59]([O:62][CH2:63][O:64][CH3:65])[CH2:58]2)[CH:52]=[CH:53][CH:54]=1.[CH3:45][O:46][CH2:47][O:48][C:49]1[CH:50]=[C:51]([C@@H:55]([N:68]([C:69]2[CH:78]=[CH:77][C:72]([C:73]([O:75][CH3:76])=[O:74])=[CH:71][CH:70]=2)[CH3:67])[CH2:56][N:57]2[CH2:61][CH2:60][C@H:59]([O:62][CH2:63][O:64][CH3:65])[CH2:58]2)[CH:52]=[CH:53][CH:54]=1. Reported procedure: 2-(S)-(3-Methoxymethoxyphenyl)-2-(3-(S)-methoxymethoxypyrrolidin-1-yl)ethanol and 1-(R)-(3-methoxymethoxyphenyl)-2-(3-(S)-methoxymethoxypyrrolidin-1-yl)ethanol were prepared from (R)-1-(3-methoxymethoxyphenyl)-1,2-ethanediol-2-tosylate in 58% yield as a mixture according to the procedures similar to those described in Preparation 3. Title compound was prepared by reactin, the mixture of 2-(S)-(3-methoxymethoxyphenyl)-2-(3-(S)-methoxymethoxypyrrolidin-1-yl)ethanol and 1-(R)-(3-methoxymethoxypheny... Reaction SMILES: ClC(Cl)(Cl)[C:3]([NH:5][C:6]1[CH:19]=[CH:18][C:17]([Cl:20])=[CH:16][C:7]=1[C:8]([C:10]1[CH:15]=[CH:14][CH:13]=[CH:12][CH:11]=1)=[O:9])=[O:4].[CH2:23]([CH2:25][NH2:26])O>C(O)C>[Cl:20][C:17]1[CH:18]=[CH:19][C:6]2[NH:5][C:3](=[O:4])[N:26]3[CH2:25][CH2:23][O:9][C:8]3([C:10]3[CH:15]=[CH:14][CH:13]=[CH:12][CH:11]=3)[C:7]=2[CH:16]=1. Isolated yield 74.8%. Procedure: To a solution of 3.77 g of 2-trichloroacetamido-5-chlorobenzophenone in 100 ml of ethanol was added 3.05 g of monoethanolamine, and the resulting mixture was refluxed for 2 hours. Then, the solvent was removed under reduced pressure. The residue was chromatographed on silica gel using chloroform as an eluent to give 2.25 g of 9-chloro-2,3,6,10b-tetrahydro-10b-phenyl-5H-oxazolo[3,2-C]quinazolin-5-one, having a melting point of 216° - 217°C. The product is ClC1=CC=2C3(N(C(NC2C=C1)=O)CCO3)C3=CC=CC=C3 (9-chloro-2,3,6,10b-tetrahydro-10b-phenyl-5H-oxazolo[3,2-C]quinazolin-5-one). Run in C(C)O (ethanol). The reactants are ClC(C(=O)NC1=C(C(=O)C2=CC=CC=C2)C=C(C=C1)Cl)(Cl)Cl (2-trichloroacetamido-5-chlorobenzophenone), C(O)CN (monoethanolamine). The reactants are C(C)OCC (Diethyl ether), C(C)OC(=O)C=1C=NN(C1)C1=NC2=C(N1COCCOC)C=C(C(=C2)Cl)S(=O)(=O)C(C)C (1-[5-chloro-1-(2-methoxy-ethoxymethyl)-6-(propane-2-sulfonyl)-1H-benzoimidazol-2-yl]-1H-pyrazole-4-carboxylic acid ethyl ester), Cl (HCl). Solvent: C(C)O (ethanol), O1CCOCC1 (dioxane). Run at temperature 23 celsius, time 1.5 hour. The product is C(C)OC(=O)C=1C=NN(C1)C1=NC2=C(N1)C=C(C(=C2)Cl)S(=O)(=O)C(C)C (1-[5-Chloro-6-(propane-2-sulfonyl)-1H-benzoimidazol-2-yl]-1H-pyrazole-4-carboxylic acid ethyl ester). Yield: 92.0%. As a reaction SMILES: [CH2:1]([O:3][C:4]([C:6]1[CH:7]=[N:8][N:9]([C:11]2[N:15](COCCOC)[C:14]3[CH:22]=[C:23]([S:27]([CH:30]([CH3:32])[CH3:31])(=[O:29])=[O:28])[C:24]([Cl:26])=[CH:25][C:13]=3[N:12]=2)[CH:10]=1)=[O:5])[CH3:2].Cl.C(OCC)C>C(O)C.O1CCOCC1>[CH2:1]([O:3][C:4]([C:6]1[CH:7]=[N:8][N:9]([C:11]2[NH:15][C:14]3[CH:22]=[C:23]([S:27]([CH:30]([CH3:31])[CH3:32])(=[O:29])=[O:28])[C:24]([Cl:26])=[CH:25][C:13]=3[N:12]=2)[CH:10]=1)=[O:5])[CH3:2]. Procedure details: To a solution of 1-[5-chloro-1-(2-methoxy-ethoxymethyl)-6-(propane-2-sulfonyl)-1H-benzoimidazol-2-yl]-1H-pyrazole-4-carboxylic acid ethyl ester (0.243 g, 0.501 mmol) in ethanol (1.8 mL) was added 4M HCl in dioxane (1.8 mL). The reaction mixture was stirred at 23° C. for 1.5 h. Diethyl ether was added and the precipitate collected to yield the titled compound (0.183 g, 92% yield). MS (ESI/CI): mass calcd. for C16H17ClN4O4S, 369.1; m/z found, 397.1 [M+H]+. 1H NMR (400 MHz, DMSO): 9.03 (d, J=0.6 Hz...